This data is from the Open Reaction Database (ORD), a public repository of structured organic reaction records. The task is: describe an organic reaction: reactants, conditions, products, and yield The product is CCCN1CCC(C)(C)c2cc(C(C)C)cc(C(C)O)c21. As a reaction SMILES: [CH2:1]([CH3:2])[N:3]1[CH2:4][CH2:5][C:6]([CH3:19])([CH3:20])[c:7]2[cH:8][c:9]([CH:16]([CH3:17])[CH3:18])[cH:10][c:11]([CH:13]([CH3:14])[OH:15])[c:12]21.[CH3:21][N+:22]1([O-:23])[CH2:24][CH2:25][O:26][CH2:27][CH2:28]1.[CH3:37][CH2:38][CH2:39][N+:40]([CH2:41][CH2:42][CH3:43])([CH2:44][CH2:45][CH3:46])[CH2:47][CH2:48][CH3:49].[Cl:29][CH2:30][Cl:31].[O-:32][Ru:33](=[O:34])(=[O:35])=[O:36]>>[CH2:1]([CH2:2][CH3:21])[N:3]1[CH2:4][CH2:5][C:6]([CH3:19])([CH3:20])[c:7]2[cH:8][c:9]([CH:16]([CH3:17])[CH3:18])[cH:10][c:11]([CH:13]([CH3:14])[OH:15])[c:12]21. The reactants are CCN1CCC(C)(C)c2cc(C(C)C)cc(C(C)O)c21, C[N+]1([O-])CCOCC1, CCC[N+](CCC)(CCC)CCC, ClCCl, O=[Ru](=O)(=O)[O-]. Starting materials: O=C([O-])[O-], CN(C)C(=O)Cl, CN(C)C=O, ClCCl, [K+], [K+], N#Cc1cc(O)cc(-c2nc(-c3ccccn3)no2)c1. Product: CN(C)C(=O)c1cc(C#N)cc(-c2nc(-c3ccccn3)no2)c1. As a reaction SMILES: [C:21](=[O:22])([O-:23])[O-:24].[CH3:27][N:28]([C:29](=[O:30])[Cl:31])[CH3:32].[CH3:33][N:34]([CH3:35])[CH:36]=[O:37].[Cl:38][CH2:39][Cl:40].[K+:25].[K+:26].[n:1]1[c:2](-[c:7]2[n:8][o:9][c:10](-[c:12]3[cH:13][c:14]([C:19]#[N:20])[cH:15][c:16]([OH:18])[cH:17]3)[n:11]2)[cH:3][cH:4][cH:5][cH:6]1>>[n:1]1[c:2](-[c:7]2[n:8][o:9][c:10](-[c:12]3[cH:13][c:14]([C:19]#[N:20])[cH:15][c:16]([C:29]([N:28]([CH3:27])[CH3:32])=[O:30])[cH:17]3)[n:11]2)[cH:3][cH:4][cH:5][cH:6]1. Reactants: ClN1[NH+](C2=C(N=C1)C=CC=C2)[O-] (2-chloro-1,2,4-benzotriazine-1-oxide), N1CCNCC1 (piperazine). Solvent: C(C)(C)O (isopropanol). Reaction conditions: time 15 minute. Product: Cl.N1(CCNCC1)C=1N=[N+](C2=C(N1)C=CC=C2)[O-] (3-(1-piperazinyl)-1,2,4-benzotriazine-1-oxide hydrochloride). As a reaction SMILES: [Cl:1][N:2]1[CH:7]=[N:6][C:5]2[CH:8]=[CH:9][CH:10]=[CH:11][C:4]=2[NH+:3]1[O-:12].[NH:13]1[CH2:18][CH2:17][NH:16][CH2:15][CH2:14]1>C(O)(C)C>[ClH:1].[N:13]1([C:7]2[N:2]=[N+:3]([O-:12])[C:4]3[CH:11]=[CH:10][CH:9]=[CH:8][C:5]=3[N:6]=2)[CH2:18][CH2:17][NH:16][CH2:15][CH2:14]1 |f:3.4|. Reported procedure: To a slurry of 2-chloro-1,2,4-benzotriazine-1-oxide (12.0 g., 0.066 mol.) in 100 ml. of isopropanol is added 11.4 g. (0.132 mol.) of anhydrous piperazine with cooling under N2. The exothermic reaction is moderated at 35°-40° C. for 15 min., and then stirred 2 hours at 20°-25° C. The orange precipitate is collected by suction and partitioned between chloroform and aqueous sodium carbonate. After drying, the CHCl3 extract is concentrated under vacuum to an oil which is taken up in a boiling mixtur... The reactants are N, O=C(O)c1ccc2c(c1)C1CCCN(C(=O)c3ccc4[nH]cnc4c3)C1C2. Product: NC(=O)c1ccc2c(c1)C1CCCN(C(=O)c3ccc4[nH]cnc4c3)C1C2. Reaction SMILES: [NH3:28].[nH:1]1[cH:2][n:3][c:4]2[c:5]1[cH:6][cH:7][c:8]([C:10](=[O:11])[N:12]1[CH:13]3[CH:14]([CH2:15][CH2:16][CH2:17]1)[c:18]1[cH:19][c:20]([C:25](=[O:26])[OH:27])[cH:21][cH:22][c:23]1[CH2:24]3)[cH:9]2>>[nH:1]1[cH:2][n:3][c:4]2[c:5]1[cH:6][cH:7][c:8]([C:10](=[O:11])[N:12]1[CH:13]3[CH:14]([CH2:15][CH2:16][CH2:17]1)[c:18]1[cH:19][c:20]([C:25](=[O:27])[NH2:28])[cH:21][cH:22][c:23]1[CH2:24]3)[cH:9]2. Starting materials: C(C#C)(=O)OCC (ethyl propiolate), N1=C(C=CC=C1C)C (2,6-lutidine), N(=[N+]=[N-])C1=CC=C(C=C1)OC(F)F (1-azido-4-(difluoromethoxy)benzene), C1CCOC1 (THF). Reagents/catalysts: [Cu]I (copper (I) iodide). The solvent is C(C)(=O)OCC (ethyl acetate), O (Water), CS(=O)C (dimethylsulfoxide). Reaction conditions: time 2 hour. Yields the product FC(OC1=CC=C(C=C1)N1N=NC(=C1)C(=O)OCC)F (Ethyl 1-(4-(difluoromethoxy)phenyl)-1H-1,2,3-triazole-4-carboxylate). The yield is 84.4%. RXN SMILES: [N:1]([C:4]1[CH:9]=[CH:8][C:7]([O:10][CH:11]([F:13])[F:12])=[CH:6][CH:5]=1)=[N+:2]=[N-:3].C1COCC1.[C:19]([O:23][CH2:24][CH3:25])(=[O:22])[C:20]#[CH:21].N1C(C)=CC=CC=1C>[Cu]I.C(OCC)(=O)C.O.CS(C)=O>[F:13][CH:11]([F:12])[O:10][C:7]1[CH:8]=[CH:9][C:4]([N:1]2[CH:21]=[C:20]([C:19]([O:23][CH2:24][CH3:25])=[O:22])[N:3]=[N:2]2)=[CH:5][CH:6]=1. Procedure: In a 50 ml round-bottomed flask, 1-azido-4-(difluoromethoxy)benzene (540 mg, 2.92 mmol) was combined with THF (10 ml) and dimethylsulfoxide (0.16 ml) to give an orange solution. Then ethyl propiolate (858 mg, 0.89 ml, 8.75 mmol), copper (I) iodide (556 mg, 2.92 mmol) and 2,6-lutidine (625 mg, 0.68 ml, 5.83 mmol) were added and the reaction mixture was stirred for 2 hours at room temperature. Water and ethyl acetate were added and the layers were separated. The organic layer was washed with 1 N h... Starting materials: C1(=CC=CC=C1)O (phenol), [Cl-].[Na+] (sodium chloride), [OH-].[K+] (potassium hydroxide), C(C)(=O)OCC1=CC(=CC=C1)Br (3-bromobenzyl acetate). The solvent is C=1(C(=CC=CC1)C)C (xylene). Yields the product C(C)(=O)OCC1=CC(=CC=C1)OC1=CC=CC=C1 (3-phenoxybenzyl acetate). Isolated yield 71.0%. Reaction SMILES: [C:1]1([OH:7])[CH:6]=[CH:5][CH:4]=[CH:3][CH:2]=1.[OH-].[K+].[C:10]([O:13][CH2:14][C:15]1[CH:20]=[CH:19][CH:18]=[C:17](Br)[CH:16]=1)(=[O:12])[CH3:11].[Cl-].[Na+]>C1(C)C(C)=CC=CC=1>[C:10]([O:13][CH2:14][C:15]1[CH:20]=[CH:19][CH:18]=[C:17]([O:7][C:1]2[CH:6]=[CH:5][CH:4]=[CH:3][CH:2]=2)[CH:16]=1)(=[O:12])[CH3:11] |f:1.2,4.5|. Procedure details: 28.29 g. (0.3 mole) of phenol, 11.2 g. (0.2 mole) of potassium hydroxide and 20 cm3. of xylene are weighed together. The water is azeotropically distilled with stirring and boiling then the xylene is also distilled. To the reaction mixture 1.0 g. of copper(I) chloride and 1.0 g. of activated copper are added and in oil bath of 180° C. 22.91 g. (0.1 mole) 3-bromobenzyl acetate are dropped during 25 minutes while stirring. The reaction mixture is stirred at the same temperature for an additional t... Reactants: CC1=C(C(=NO1)C1=CC=CC=C1)COC1=CC=C(N=N1)C(=O)O (6-(5-methyl-3-phenyl-isoxazol-4-ylmethoxy)-pyridazine-3-carboxylic acid), F[B-](F)(F)F.N1(N=NC2=C1C=CC=C2)OC(=[N+](C)C)N(C)C (2-(1H-benzotriazole-1-yl)-1,1,3,3-tetramethyluronium tetrafluoroborate), C(C)(C)N(C(C)C)CC (N,N-diisopropyl ethyl amine), N1CCS(CC1)(=O)=O (thiomorpholine 1,1-dioxide). Run in O (water), CN(C)C=O (DMF). Run at time 30 minute. The product is O=S1(CCN(CC1)C(=O)C=1N=NC(=CC1)OCC=1C(=NOC1C)C1=CC=CC=C1)=O ((1,1-Dioxo-1λ6-thiomorpholin-4-yl)-[6-(5-methyl-3-phenyl-isoxazol-4-ylmethoxy)-pyridazin-3-yl]-methanone). Isolated yield 64.2%. RXN SMILES: [CH3:1][C:2]1[O:6][N:5]=[C:4]([C:7]2[CH:12]=[CH:11][CH:10]=[CH:9][CH:8]=2)[C:3]=1[CH2:13][O:14][C:15]1[N:20]=[N:19][C:18]([C:21]([OH:23])=O)=[CH:17][CH:16]=1.F[B-](F)(F)F.N1(OC(N(C)C)=[N+](C)C)C2C=CC=CC=2N=N1.C(N(CC)C(C)C)(C)C.[NH:55]1[CH2:60][CH2:59][S:58](=[O:62])(=[O:61])[CH2:57][CH2:56]1>CN(C=O)C.O>[O:61]=[S:58]1(=[O:62])[CH2:59][CH2:60][N:55]([C:21]([C:18]2[N:19]=[N:20][C:15]([O:14][CH2:13][C:3]3[C:4]([C:7]4[CH:8]=[CH:9][CH:10]=[CH:11][CH:12]=4)=[N:5][O:6][C:2]=3[CH3:1])=[CH:16][CH:17]=2)=[O:23])[CH2:56][CH2:57]1 |f:1.2|. Reported procedure: To a solution of 6-(5-methyl-3-phenyl-isoxazol-4-ylmethoxy)-pyridazine-3-carboxylic acid (200 mg, 0.64 mmol) in DMF (8 mL) were added 2-(1H-benzotriazole-1-yl)-1,1,3,3-tetramethyluronium tetrafluoroborate (227 mg, 0.70 mmol), N,N-diisopropyl ethyl amine (550 μL, 3.2 mmol) and thiomorpholine 1,1-dioxide (0.104 g, 0.77 mmol). The resulting reaction mixture was stirred for 30 min at room temperature and diluted with water. The mixture was then extracted with ethyl acetate and the combined organic l... The reagents and catalysts are CC=1C=CC(=CC1)S(=O)(=O)O (PTSA). Procedure details: To a stirred solution of N-bromosuccinimide (1.11 g, 6.274 mmol), PTSA (0.108 g, 0.627 mmol) in toluene (15 mL) was added 4-oxocyclohexanecarboxylic acid ethyl ester (1.068 g, 6.274 mmol) under nitrogen atmosphere and the reaction was refluxed for 2 hrs. Toluene was evaporated under reduced pressure and the residue was partitioned between water (50 mL) and ethyl acetate (50 mL). The layers were separated; the organic layer was washed with sat. sodium bicarbonate solution followed by brine, dried... The solvent is C1(=CC=CC=C1)C (toluene). The product is C(C)OC(=O)C1CC(C(CC1)=O)Br (3-Bromo-4-oxo-cyclohexanecarboxylic acid ethyl ester). Yield: 140.8%. Reaction SMILES: [Br:1]N1C(=O)CCC1=O.[CH2:9]([O:11][C:12]([CH:14]1[CH2:19][CH2:18][C:17](=[O:20])[CH2:16][CH2:15]1)=[O:13])[CH3:10]>C1(C)C=CC=CC=1.CC1C=CC(S(O)(=O)=O)=CC=1>[CH2:9]([O:11][C:12]([CH:14]1[CH2:19][CH2:18][C:17](=[O:20])[CH:16]([Br:1])[CH2:15]1)=[O:13])[CH3:10]. Starting materials: BrN1C(CCC1=O)=O (N-bromosuccinimide), C(C)OC(=O)C1CCC(CC1)=O (4-oxocyclohexanecarboxylic acid ethyl ester).